Dataset: the Open Reaction Database (ORD), a public repository of structured organic reaction records. Task: describe an organic reaction: reactants, conditions, products, and yield Starting materials: CC1(NC(=O)OCc2ccccc2)CCN(c2ccc(C#N)cn2)CC1, C[Si](C)(C)I, CC#N. The product is CC1(N)CCN(c2ccc(C#N)cn2)CC1. RXN SMILES: [CH2:1]([O:2][C:3](=[O:4])[NH:10][C:11]1([CH3:25])[CH2:12][CH2:13][N:14]([c:17]2[n:18][cH:19][c:20]([C:23]#[N:24])[cH:21][cH:22]2)[CH2:15][CH2:16]1)[c:5]1[cH:6][cH:7][cH:8][cH:9][cH:26]1.[CH3:27][Si:28]([I:29])([CH3:30])[CH3:31].[CH3:32][C:33]#[N:34]>>[NH2:10][C:11]1([CH3:25])[CH2:12][CH2:13][N:14]([c:17]2[n:18][cH:19][c:20]([C:23]#[N:24])[cH:21][cH:22]2)[CH2:15][CH2:16]1.